From a dataset of the Open Reaction Database (ORD), a public repository of structured organic reaction records. describe an organic reaction: reactants, conditions, products, and yield Starting materials: FC1=CC=C(C=C1)N1N=CC2=CC(=CC=C12)O[C@@H]([C@H](C)N)C1=CC(=CC=C1)OC ((1R,2S)-1-{[1-(4-fluorophenyl)-1H-indazol-5-yl]oxy}-1-(3-methoxyphenyl)propan-2-amine), CC1=CC=C(S1)C(=O)O (5-methyl-2-thiophenecarboxylic acid). Yields the product FC1=CC=C(C=C1)N1N=CC2=CC(=CC=C12)O[C@@H]([C@H](C)NC(=O)C=1SC(=CC1)C)C1=CC(=CC=C1)OC (N-[(1R,2S)-1-[1-(4-fluorophenyl)indazol-5-yl]oxy-1-(3-methoxyphenyl)propan-2-yl]-5-methyl-thiophene-2-carboxamide). As a reaction SMILES: [F:1][C:2]1[CH:7]=[CH:6][C:5]([N:8]2[C:16]3[C:11](=[CH:12][C:13]([O:17][C@H:18]([C:22]4[CH:27]=[CH:26][CH:25]=[C:24]([O:28][CH3:29])[CH:23]=4)[C@@H:19]([NH2:21])[CH3:20])=[CH:14][CH:15]=3)[CH:10]=[N:9]2)=[CH:4][CH:3]=1.[CH3:30][C:31]1[S:35][C:34]([C:36](O)=[O:37])=[CH:33][CH:32]=1>>[F:1][C:2]1[CH:3]=[CH:4][C:5]([N:8]2[C:16]3[C:11](=[CH:12][C:13]([O:17][C@H:18]([C:22]4[CH:27]=[CH:26][CH:25]=[C:24]([O:28][CH3:29])[CH:23]=4)[C@@H:19]([NH:21][C:36]([C:34]4[S:35][C:31]([CH3:30])=[CH:32][CH:33]=4)=[O:37])[CH3:20])=[CH:14][CH:15]=3)[CH:10]=[N:9]2)=[CH:6][CH:7]=1. Procedure: Prepared as described in Example 105 using (1R,2S)-1-{[1-(4-fluorophenyl)-1H-indazol-5-yl]oxy}-1-(3-methoxyphenyl)propan-2-amine (6a, 39 mg, 100 μmol) and 5-methyl-2-thiophenecarboxylic acid (28 mg, 200 μmol). Yield 42 mg (81%).